From a dataset of the Open Reaction Database (ORD), a public repository of structured organic reaction records. describe an organic reaction: reactants, conditions, products, and yield Reactants: C1(=CC=C(C=C1)S(=O)(=O)OCC1CC=2C=CC(=CC2CC1)C#N)C (5,6,7,8-tetrahydro-6-[(p-toluenesulfonyl)oxymethyl]-2-naphthalenecarbonitrile), C1(=CC=CC=C1)P(C1=CC=CC=C1)C1=CC=CC=C1 (triphenylphosphine). Run at temperature 135 celsius. Product: C1(=CC=C(C=C1)S(=O)(=O)[O-])C.C(#N)C=1C=C2CCC(CC2=CC1)C[P+](C1=CC=CC=C1)(C1=CC=CC=C1)C1=CC=CC=C1 ((6-cyano-1,2,3,4-tetrahydro-2-naphthyl)methyltriphenylphosphonium p-toluene sulfonate). Isolated yield 55.1%. As a reaction SMILES: [C:1]1([CH3:24])[CH:6]=[CH:5][C:4]([S:7]([O:10][CH2:11][CH:12]2[CH2:21][CH2:20][C:19]3[CH:18]=[C:17]([C:22]#[N:23])[CH:16]=[CH:15][C:14]=3[CH2:13]2)(=[O:9])=[O:8])=[CH:3][CH:2]=1.[C:25]1([P:31]([C:38]2[CH:43]=[CH:42][CH:41]=[CH:40][CH:39]=2)[C:32]2[CH:37]=[CH:36][CH:35]=[CH:34][CH:33]=2)[CH:30]=[CH:29][CH:28]=[CH:27][CH:26]=1>>[C:1]1([CH3:24])[CH:2]=[CH:3][C:4]([S:7]([O-:10])(=[O:8])=[O:9])=[CH:5][CH:6]=1.[C:22]([C:17]1[CH:18]=[C:19]2[C:14](=[CH:15][CH:16]=1)[CH2:13][CH:12]([CH2:11][P+:31]([C:32]1[CH:33]=[CH:34][CH:35]=[CH:36][CH:37]=1)([C:38]1[CH:43]=[CH:42][CH:41]=[CH:40][CH:39]=1)[C:25]1[CH:26]=[CH:27][CH:28]=[CH:29][CH:30]=1)[CH2:21][CH2:20]2)#[N:23] |f:2.3|. Procedure: 24.00 g of 5,6,7,8-tetrahydro-6-[(p-toluenesulfonyl)oxymethyl]-2-naphthalenecarbonitrile and 18.38 g of triphenylphosphine were mixed, and then heated at a temperature of 130 to 140° C. for 15 hours in a sealed container. The resulting reaction product was crystallized from an acetone/n-hexane mixture to obtain 23.3 g of the title compound in the form of light yellow powder.